This data is from the Open Reaction Database (ORD), a public repository of structured organic reaction records. The task is: describe an organic reaction: reactants, conditions, products, and yield Reactants: C(C)(=O)C1=CC=C(C=C1)B(O)O (4-Acetylphenyl boronic acid), tetrakistriphenylphosphine palladium(0), C([O-])([O-])=O.[Cs+].[Cs+] (caesium carbonate), C(C1=CC=CC=C1)(C1=CC=CC=C1)=NC=1SC(=C(N1)C)Br (benzhydrylidene-(5-bromo-4-methyl-thiazol-2-yl)-amine). Run in O (water), O1CCOCC1 (dioxane). Yields the product C(C1=CC=CC=C1)(C1=CC=CC=C1)=NC=1SC(=C(N1)C)C1=CC=C(C=C1)C(C)=O (1-{4-[2-(Benzhydrylidene-amino)-4-methyl-thiazol-5-yl]-phenyl}-ethanone). RXN SMILES: [C:1]([C:4]1[CH:9]=[CH:8][C:7](B(O)O)=[CH:6][CH:5]=1)(=[O:3])[CH3:2].C(=O)([O-])[O-].[Cs+].[Cs+].[C:19](=[N:32][C:33]1[S:34][C:35](Br)=[C:36]([CH3:38])[N:37]=1)([C:26]1[CH:31]=[CH:30][CH:29]=[CH:28][CH:27]=1)[C:20]1[CH:25]=[CH:24][CH:23]=[CH:22][CH:21]=1>O.O1CCOCC1>[C:19](=[N:32][C:33]1[S:34][C:35]([C:7]2[CH:8]=[CH:9][C:4]([C:1](=[O:3])[CH3:2])=[CH:5][CH:6]=2)=[C:36]([CH3:38])[N:37]=1)([C:26]1[CH:31]=[CH:30][CH:29]=[CH:28][CH:27]=1)[C:20]1[CH:21]=[CH:22][CH:23]=[CH:24][CH:25]=1 |f:1.2.3|. Reported procedure: 4-Acetylphenyl boronic acid (1.8 g, 0.011 mol, 1.1 eq), tetrakistriphenylphosphine palladium(0) (0.7 g, 0.6 mmol), caesium carbonate (9.8 g, 0.03 mol) in water (10 ml), are added to a solution of benzhydrylidene-(5-bromo-4-methyl-thiazol-2-yl)-amine (3.5 g, 0.01 mol) in dioxane (80 ml) and heated at reflux for 6 h. The solvent is removed in vacuo, to yield an oily suspension which is partitioned between DCM (75 ml) and sat. sodium bicarbonate (75 ml). The layers are separated and the organics wa... Reactants: FC(COC1OCCCC1)(CN1C(C=2C(C1=O)=CC=CC2)=O)F (2,2-difluoro-3-phthalimido-1-tetrahydropyranyloxypropane), C1(=CC=C(C=C1)S(=O)(=O)O)C (paratoluene sulfonic acid). Run in C(C)O (ethanol). Yields the product FC(CO)(CN1C(C=2C(C1=O)=CC=CC2)=O)F (2,2-DIFLUORO-3-PHTHALIMIDO-1-PROPANOL). Reaction SMILES: [F:1][C:2]([F:23])([CH2:11][N:12]1[C:16](=[O:17])[C:15]2=[CH:18][CH:19]=[CH:20][CH:21]=[C:14]2[C:13]1=[O:22])[CH2:3][O:4]C1CCCCO1.C1(C)C=CC(S(O)(=O)=O)=CC=1>C(O)C>[F:23][C:2]([F:1])([CH2:11][N:12]1[C:16](=[O:17])[C:15]2=[CH:18][CH:19]=[CH:20][CH:21]=[C:14]2[C:13]1=[O:22])[CH2:3][OH:4]. Procedure details: A solution of 2,2-difluoro-3-phthalimido-1-tetrahydropyranyloxypropane (2 g, 6.15 mmol), paratoluene sulfonic acid (0.1 g) in absolute ethanol was stirred overnight at room temperature. Then the mixture was concentrated in vacuo, diluted with ethyl acetate and .,washed with brine. The organic phase was separated, dried over magnesium sulfate and concentrated in vacuo. The crude alcohol 2,2-difluoro-3-phthalimido-1-propanol (1.4 g) was used for the next step without further purification. Starting materials: CN1CC2=C(C(CC1)O)OC=C2 (5-methyl-5,6,7,8-tetrahydro-4H-furo[3,2-c]azepin-8-ol), ClC1=C(C=CC=C1Cl)F (2,3-dichloro-1-fluorobenzene). Yields the product ClC1=C(C=CC=C1Cl)OC1C2=C(CN(CC1)C)C=CO2 (8-(2,3-Dichlorophenyloxy)-5-methyl-5,6,7,8-tetrahydro-4H-furo[3,2-c]azepine). Reaction SMILES: [CH3:1][N:2]1[CH2:8][CH2:7][CH:6]([OH:9])[C:5]2[O:10][CH:11]=[CH:12][C:4]=2[CH2:3]1.[Cl:13][C:14]1[C:19]([Cl:20])=[CH:18][CH:17]=[CH:16][C:15]=1F>>[Cl:13][C:14]1[C:19]([Cl:20])=[CH:18][CH:17]=[CH:16][C:15]=1[O:9][CH:6]1[CH2:7][CH2:8][N:2]([CH3:1])[CH2:3][C:4]2[CH:12]=[CH:11][O:10][C:5]1=2. Procedure details: The same method as in Example 1 was conducted using 5-methyl-5,6,7,8-tetrahydro-4H-furo[3,2-c]azepin-8-ol (Reference Example 21) instead of 6-methyl-4,5,6,7-tetrahydrothieno[2,3-c]pyridin-4-ol (Reference Example 6) and was conducted using 2,3-dichloro-1-fluorobenzene instead of 1-fluoronaphthalene to give the objective compound. The reactants are CC(CBr)c1ccccc1, Cc1nc(-c2ccn[nH]2)sc1C(=O)NCc1cccnc1. Yields the product Cc1nc(-c2ccn(CC(C)c3ccccc3)n2)sc1C(=O)NCc1cccnc1. As a reaction SMILES: [Br:22][CH2:23][CH:24]([CH3:25])[c:26]1[cH:27][cH:28][cH:29][cH:30][cH:31]1.[n:1]1[cH:2][c:3]([CH2:7][NH:8][C:9](=[O:10])[c:11]2[c:12]([CH3:21])[n:13][c:14](-[c:16]3[nH:17][n:18][cH:19][cH:20]3)[s:15]2)[cH:4][cH:5][cH:6]1>>[n:1]1[cH:2][c:3]([CH2:7][NH:8][C:9](=[O:10])[c:11]2[c:12]([CH3:21])[n:13][c:14](-[c:16]3[n:17][n:18]([CH2:23][CH:24]([CH3:25])[c:26]4[cH:27][cH:28][cH:29][cH:30][cH:31]4)[cH:19][cH:20]3)[s:15]2)[cH:4][cH:5][cH:6]1.